This data is from the Open Reaction Database (ORD), a public repository of structured organic reaction records. The task is: describe an organic reaction: reactants, conditions, products, and yield Starting materials: C(C)(C)(C)OC(=O)N[C@@H]1CN(CC[C@H]1CC1CCC1)C(=O)OCC1=CC=CC=C1 ((±)-trans-benzyl 3-(tert-butoxycarbonylamino)-4-(cyclobutylmethyl)piperidine-1-carboxylate), [OH-].[Na+] (NaOH). Run in Cl.C(C)#N (HCl acetonitrile). Reaction conditions: time 8 hour. Yields the product N[C@@H]1CN(CC[C@H]1CC1CCC1)C(=O)OCC1=CC=CC=C1 ((±)-trans-benzyl 3-amino-4-(cyclobutylmethyl)piperidine-1-carboxylate). Isolated yield 84.1%. Reaction SMILES: C(OC([NH:8][C@H:9]1[C@H:14]([CH2:15][CH:16]2[CH2:19][CH2:18][CH2:17]2)[CH2:13][CH2:12][N:11]([C:20]([O:22][CH2:23][C:24]2[CH:29]=[CH:28][CH:27]=[CH:26][CH:25]=2)=[O:21])[CH2:10]1)=O)(C)(C)C.[OH-].[Na+]>Cl.C(#N)C>[NH2:8][C@H:9]1[C@H:14]([CH2:15][CH:16]2[CH2:19][CH2:18][CH2:17]2)[CH2:13][CH2:12][N:11]([C:20]([O:22][CH2:23][C:24]2[CH:25]=[CH:26][CH:27]=[CH:28][CH:29]=2)=[O:21])[CH2:10]1 |f:1.2,3.4|. Procedure: (±)-trans-benzyl 3-(tert-butoxycarbonylamino)-4-(cyclobutylmethyl)piperidine-1-carboxylate (14 mg, 0.035 mmol)) was dissolved in 1:1 2N aq HCl/acetonitrile (8 mL) and stirred overnight at rt. The reaction mixture was basified with 5% aq NaOH solution to about pH=9. The acetonitrile was removed under vacuum. The aqueous residue was extracted with CH2Cl2 (3×20 mL). The combined organic layers were washed with brine (10 mL) and dried over Na2SO4. Concentration afforded (±)-trans-benzyl 3-amino-4-(c...